Dataset: the Open Reaction Database (ORD), a public repository of structured organic reaction records. Task: describe an organic reaction: reactants, conditions, products, and yield Conditions: temperature 100 celsius. Reactants: P(=O)([O-])([O-])[O-].[K+].[K+].[K+] (potassium phosphate), C(C)(C)(C)OC(=O)NC1=C(N=C(S1)I)C(=O)OCC (Ethyl 5-[(tert-butoxycarbonyl)amino]-2-iodo-1,3-thiazole-4-carboxylate), CC1(OB(OC1(C)C)C=1C=CC(=NC1)N1CCOCC1)C (4-[5-(4,4,5,5-tetramethyl-1,3,2-dioxaborolan-2-yl)pyridin-2-yl]morpholine), C1(CCCCC1)P(C1CCCCC1)C1CCCCC1 (tricyclohexylphosphine). The reagents and catalysts are C=1C=CC(=CC1)/C=C/C(=O)/C=C/C2=CC=CC=C2.C=1C=CC(=CC1)/C=C/C(=O)/C=C/C2=CC=CC=C2.C=1C=CC(=CC1)/C=C/C(=O)/C=C/C2=CC=CC=C2.[Pd].[Pd] (Pd2(dba)3). Solvent: O1CCOCC1 (dioxane), C(C)(=O)OCC (ethyl acetate). Procedure details: Ethyl 5-[(tert-butoxycarbonyl)amino]-2-iodo-1,3-thiazole-4-carboxylate (1 g, 2.5 mmol), 4-[5-(4,4,5,5-tetramethyl-1,3,2-dioxaborolan-2-yl)pyridin-2-yl]morpholine (1.1 g, 3.7 mmol), Pd2(dba)3 (0.23 g, 0.25 mmol), and tricyclohexylphosphine (0.18 g, 0.63 mmol) were combined in a flask. The flask was evacuated and backfilled with argon three times. Fully degassed dioxane (17 mL) and 1.27 M aqueous potassium phosphate (6.5 ml, 8.3 mmol) were added sequentially. The reaction was heated to 100° C. for... Reaction SMILES: [C:1]([O:5][C:6]([NH:8][C:9]1[S:13][C:12](I)=[N:11][C:10]=1[C:15]([O:17][CH2:18][CH3:19])=[O:16])=[O:7])([CH3:4])([CH3:3])[CH3:2].CC1(C)C(C)(C)OB([C:28]2[CH:29]=[CH:30][C:31]([N:34]3[CH2:39][CH2:38][O:37][CH2:36][CH2:35]3)=[N:32][CH:33]=2)O1.C1(P(C2CCCCC2)C2CCCCC2)CCCCC1.P([O-])([O-])([O-])=O.[K+].[K+].[K+]>C(OCC)(=O)C.C1C=CC(/C=C/C(/C=C/C2C=CC=CC=2)=O)=CC=1.C1C=CC(/C=C/C(/C=C/C2C=CC=CC=2)=O)=CC=1.C1C=CC(/C=C/C(/C=C/C2C=CC=CC=2)=O)=CC=1.[Pd].[Pd].O1CCOCC1>[C:1]([O:5][C:6]([NH:8][C:9]1[S:13][C:12]([C:28]2[CH:33]=[N:32][C:31]([N:34]3[CH2:35][CH2:36][O:37][CH2:38][CH2:39]3)=[CH:30][CH:29]=2)=[N:11][C:10]=1[C:15]([O:17][CH2:18][CH3:19])=[O:16])=[O:7])([CH3:4])([CH3:3])[CH3:2] |f:3.4.5.6,8.9.10.11.12|. The product is C(C)(C)(C)OC(=O)NC1=C(N=C(S1)C=1C=NC(=CC1)N1CCOCC1)C(=O)OCC (Ethyl 5-[(tert-butoxycarbonyl)amino]-2-(6-morpholin-4-ylpyridin-3-yl)-1,3-thiazole-4-carboxylate).